From a dataset of the Open Reaction Database (ORD), a public repository of structured organic reaction records. describe an organic reaction: reactants, conditions, products, and yield The reactants are C(C)OC(CC1CCN(CC1)C(C(C(NC(C1=C(C=C(C=C1)C#N)F)=O)CC)(C)C)=O)=O (ethyl-N-(N-(4-cyano-2-fluorobenzoyl)-β-ethyl-α,α-dimethyl-β-alanyl)-4-piperidineacetate), C1(=CC=CC=C1)N1CCNCC1 (1-phenylpiperazine), amine. Yields the product C(C)OC(CC1CCN(CC1)C(C(C(NC(C1=C(C=C(C=C1)C(=N)N1CCN(CC1)C1=CC=CC=C1)F)=O)CC)(C)C)=O)=O (Ethyl-N-(N-(4-(4-phenyl-1-piperazinoimidoyl)-2-fluorobenzoyl)-β-ethyl-α,α-dimethyl-β-alanyl)-4-piperidineacetate). Isolated yield 11.8%. Reaction SMILES: [CH2:1]([O:3][C:4](=[O:32])[CH2:5][CH:6]1[CH2:11][CH2:10][N:9]([C:12](=[O:31])[C:13]([CH3:30])([CH3:29])[CH:14]([CH2:27][CH3:28])[NH:15][C:16](=[O:26])[C:17]2[CH:22]=[CH:21][C:20]([C:23]#[N:24])=[CH:19][C:18]=2[F:25])[CH2:8][CH2:7]1)[CH3:2].[C:33]1([N:39]2[CH2:44][CH2:43][NH:42][CH2:41][CH2:40]2)[CH:38]=[CH:37][CH:36]=[CH:35][CH:34]=1>>[CH2:1]([O:3][C:4](=[O:32])[CH2:5][CH:6]1[CH2:7][CH2:8][N:9]([C:12](=[O:31])[C:13]([CH3:30])([CH3:29])[CH:14]([CH2:27][CH3:28])[NH:15][C:16](=[O:26])[C:17]2[CH:22]=[CH:21][C:20]([C:23]([N:42]3[CH2:43][CH2:44][N:39]([C:33]4[CH:38]=[CH:37][CH:36]=[CH:35][CH:34]=4)[CH2:40][CH2:41]3)=[NH:24])=[CH:19][C:18]=2[F:25])[CH2:10][CH2:11]1)[CH3:2]. Reported procedure: The same procedure as in Example 45 was performed with ethyl-N-(N-(4-cyano-2-fluorobenzoyl)-β-ethyl-α,α-dimethyl-β-alanyl)-4-piperidineacetate (1.48 g, 3.3 mmol) by using 1-phenylpiperazine (5.0 g) as an amine to yield the titled compound (237 mg, 12%).